This data is from the Open Reaction Database (ORD), a public repository of structured organic reaction records. The task is: describe an organic reaction: reactants, conditions, products, and yield Starting materials: CO[C@]1(O[C@@H]2CC[C@@H](/C=C/CC\C(=C/C(O[C@@H](C1)C2)=O)\C)C)[C@H]2N(C(SC2)=O)CC2=CC=C(C=C2)OC ((R)-4-((1R,4Z,8E,10S,13R,15R)-15-methoxy-5,10-dimethyl-3-oxo-2,14-dioxa-bicyclo[11.3.1]heptadeca-4,8-dien-15-yl)-3-(4-methoxybenzyl)thiazolidin-2-one), CO[C@]1(O[C@@H]2CCC\C=C/CC\C(=C/C(O[C@@H](C1)C2)=O)\C)[C@H]2N(C(SC2)=O)CC2=CC=C(C=C2)OC ((R)-4-((1R,4Z,8Z,13R,15R)-15-methoxy-5-methyl-3-oxo-2,14-dioxa-bicyclo[11.3.1]heptadeca-4,8-dien-15-yl)-3-(4-methoxybenzyl)thiazolidin-2-one). The product is O[C@]1(O[C@@H]2CC[C@@H](/C=C/CC\C(=C/C(O[C@@H](C1)C2)=O)\C)C)[C@H]2NC(SC2)=O ((R)-4-((1R,4Z,8E,10S,13R,15R)-15-Hydroxy-5,10-dimethyl-3-oxo-2,14-dioxa-bicyclo[11.3.1]heptadeca-4,8-dien-15-yl)thiazolidin-2-one). As a reaction SMILES: C[O:2][C@:3]1([C@@H:23]2[CH2:27][S:26][C:25](=[O:28])[N:24]2CC2C=CC(OC)=CC=2)[CH2:18][C@H:17]2[CH2:19][C@@H:5]([CH2:6][CH2:7][C@H:8]([CH3:22])[CH:9]=[CH:10][CH2:11][CH2:12][C:13]([CH3:21])=[CH:14][C:15](=[O:20])[O:16]2)[O:4]1.CO[C@]1([C@@H]2CSC(=O)N2CC2C=CC(OC)=CC=2)C[C@H]2C[C@@H](CCCC=CCCC(C)=CC(=O)O2)O1>>[OH:2][C@:3]1([C@@H:23]2[CH2:27][S:26][C:25](=[O:28])[NH:24]2)[CH2:18][C@H:17]2[CH2:19][C@@H:5]([CH2:6][CH2:7][C@H:8]([CH3:22])[CH:9]=[CH:10][CH2:11][CH2:12][C:13]([CH3:21])=[CH:14][C:15](=[O:20])[O:16]2)[O:4]1. Procedure: Application of the method shown in Example 46, with the modification that (R)-4-((1R,4Z,8E,10S,13R,15R)-15-methoxy-5,10-dimethyl-3-oxo-2,14-dioxa-bicyclo[11.3.1]heptadeca-4,8-dien-15-yl)-3-(4-methoxybenzyl)thiazolidin-2-one was substituted for (R)-4-((1R,4Z,8Z,13R,15R)-15-methoxy-5-methyl-3-oxo-2,14-dioxa-bicyclo[11.3.1]heptadeca-4,8-dien-15-yl)-3-(4-methoxybenzyl)thiazolidin-2-one, afforded the title compound.